The task is: describe an organic reaction: reactants, conditions, products, and yield. This data is from the Open Reaction Database (ORD), a public repository of structured organic reaction records. Starting materials: O=C(O)c1cnn(-c2ccccn2)c1Cl, N#C[Na], CN(C)C=O, O. Yields the product N#Cc1c(C(=O)O)cnn1-c1ccccn1. As a reaction SMILES: [Cl:1][c:2]1[c:3]([C:13](=[O:14])[OH:15])[cH:4][n:5][n:6]1-[c:7]1[n:8][cH:9][cH:10][cH:11][cH:12]1.[Na:16][C:17]#[N:18].[O:19]=[CH:20][N:21]([CH3:22])[CH3:23].[OH2:24]>>[c:2]1([C:17]#[N:18])[c:3]([C:13](=[O:14])[OH:15])[cH:4][n:5][n:6]1-[c:7]1[n:8][cH:9][cH:10][cH:11][cH:12]1. Reactants: Cl.N[C@H](C(=O)N(C)C)CC1=CC=CC=C1 (2-(S)-amino-N,N-dimethyl-3-phenylpropionamide hydrochloride), CCN(C(C)C)C(C)C (DIPEA), CCN=C=NCCCN(C)C (EDCI), C=1C=CC2=C(C1)N=NN2O (HOBt), carboxylic acid, O (H2O). The solvent is CN(C)C=O (DMF). Reaction conditions: time 18 hour. Product: CCCC(C)C (isohexane), CN(C(=O)[C@H](CC1=CC=CC=C1)NC(=O)C1=CC=2C(=CN=C(C2)C#N)N1)C (5-Cyano-1H-pyrrolo[2,3-c]pyridine-2-carboxylic acid (1-(S)-dimethylcarbamoyl-2-phenylethyl)amide). Reaction SMILES: Cl.[NH2:2][C@@H:3]([CH2:9][C:10]1[CH:15]=[CH:14][CH:13]=[CH:12][CH:11]=1)[C:4]([N:6]([CH3:8])[CH3:7])=[O:5].CC[N:18]([CH:22]([CH3:24])[CH3:23])[CH:19]([CH3:21])[CH3:20].C1C=C[C:28]2[N:33](O)N=[N:31][C:29]=2[CH:30]=1.[OH2:35].CCN=C=NCCCN(C)C>CN(C=O)C>[CH3:4][CH2:3][CH2:9][CH:10]([CH3:15])[CH3:11].[CH3:7][N:6]([CH3:8])[C:4]([C@@H:3]([NH:2][C:21]([C:19]1[NH:18][C:22]2=[CH:23][N:31]=[C:29]([C:28]#[N:33])[CH:30]=[C:24]2[CH:20]=1)=[O:35])[CH2:9][C:10]1[CH:11]=[CH:12][CH:13]=[CH:14][CH:15]=1)=[O:5] |f:0.1|. Procedure details: To a solution of 2-(S)-amino-N,N-dimethyl-3-phenylpropionamide hydrochloride (Preparation 8, 0.023 g, 0.100 mmol) in DMF (anhydrous, 4 mL) was added DIPEA (0.052 mL, 0.300 mmol) then carboxylic acid (Preparation 62, 0.017 g, 0.091 mmol). To the stirred solution was added HOBt.H2O (0.0135 g, 0.100 mmol) then, after 10 min, EDCI (0.021 g, 0.109 mmol). The reaction mixture was stirred for 18 h then all volatiles were removed in vacuo. The residue was partitioned between ethyl acetate (30 mL) and wa...